Dataset: the Open Reaction Database (ORD), a public repository of structured organic reaction records. Task: describe an organic reaction: reactants, conditions, products, and yield As a reaction SMILES: [C:33]([BH3-:34])#[N:35].[CH3:30][CH2:31][OH:32].[CH3:37][C:38](=[O:39])[OH:40].[CH:1]1([n:4]2[cH:5][c:6]([C:27](=[O:28])[OH:29])[c:7](=[O:26])[c:8]3[cH:9][c:10]([F:25])[c:11]([N:14]4[CH2:15][C:16]5([CH2:17][NH:18][CH2:19]5)[C:20](=[N:22][O:23][CH3:24])[CH2:21]4)[n:12][c:13]23)[CH2:2][CH2:3]1.[Na+:36]>>[CH:1]1([n:4]2[cH:5][c:6]([C:27](=[O:28])[OH:29])[c:7](=[O:26])[c:8]3[cH:9][c:10]([F:25])[c:11]([N:14]4[CH2:15][C:16]5([CH2:17][N:18]([CH3:30])[CH2:19]5)[C:20](=[N:22][O:23][CH3:24])[CH2:21]4)[n:12][c:13]23)[CH2:2][CH2:3]1. Starting materials: [BH3-]C#N, CCO, CC(=O)O, CON=C1CN(c2nc3c(cc2F)c(=O)c(C(=O)O)cn3C2CC2)CC12CNC2, [Na+]. Yields the product CON=C1CN(c2nc3c(cc2F)c(=O)c(C(=O)O)cn3C2CC2)CC12CN(C)C2. Starting materials: CCOC(=O)C (EtOAc), [OH-].[K+] (potassium hydroxide), O.NN (hydrazine hydrate), C(C)OC(N(C)CC=1C(=NC(=NC1)C1=CC=C(C=C1)C(F)(F)F)C1CC1)=O ([4-cyclopropyl-2-(4-trifluoromethyl-phenyl)-pyrimidin-5-ylmethyl]-methyl-carbamic acid ethyl ester). The solvent is C(CO)O (ethylene glycol). Conditions: temperature 210 celsius. Product: C1(CC1)C1=NC(=NC=C1CNC)C1=CC=C(C=C1)C(F)(F)F ([4-Cyclopropyl-2-(4-trifluoromethyl-phenyl)-pyrimidin-5-ylmethyl]-methyl-amine). Yield: 87.3%. As a reaction SMILES: C(O[C:4](=O)[N:5]([CH2:7][C:8]1[C:9]([CH:24]2[CH2:26][CH2:25]2)=[N:10][C:11]([C:14]2[CH:19]=[CH:18][C:17]([C:20]([F:23])([F:22])[F:21])=[CH:16][CH:15]=2)=[N:12][CH:13]=1)C)C.[OH-].[K+].O.NN.CCOC(C)=O>C(O)CO>[CH:24]1([C:9]2[C:8]([CH2:7][NH:5][CH3:4])=[CH:13][N:12]=[C:11]([C:14]3[CH:15]=[CH:16][C:17]([C:20]([F:22])([F:23])[F:21])=[CH:18][CH:19]=3)[N:10]=2)[CH2:26][CH2:25]1 |f:1.2,3.4|. Procedure: 0.83 g (2.2 mmol) of [4-cyclopropyl-2-(4-trifluoromethyl-phenyl)-pyrimidin-5-ylmethyl]-methyl-carbamic acid ethyl ester was dissolved in 15 ml of ethylene glycol. Then, 1.72 g (26.4 mmol) of potassium hydroxide (86%) and 0.44 ml=0.46 g (9.0 mmol) of hydrazine hydrate were added and the reaction mixture heated up to 190° C. (oil bath, 210° C.) for 90 minutes. After cooling down below 80° C., some pieces of ice were added to the reaction mixture followed by EtOAc. It was then extracted twice with ... The reactants are CC1(C(=O)O)CCOCC1, Cl, CN(C(=O)N(C)C1CNCC1c1ccc(F)cc1)c1cc(C(F)(F)F)cc(C(F)(F)F)c1. Product: CN(C(=O)N(C)C1CN(C(=O)C2(C)CCOCC2)CC1c1ccc(F)cc1)c1cc(C(F)(F)F)cc(C(F)(F)F)c1. RXN SMILES: [CH3:34][C:35]1([C:41](=[O:42])[OH:43])[CH2:36][CH2:37][O:38][CH2:39][CH2:40]1.[ClH:1].[F:2][C:3]([c:4]1[cH:5][c:6]([N:14]([C:15](=[O:16])[N:17]([CH3:18])[CH:19]2[CH2:20][NH:21][CH2:22][CH:23]2[c:24]2[cH:25][cH:26][c:27]([F:30])[cH:28][cH:29]2)[CH3:31])[cH:7][c:8]([C:10]([F:11])([F:12])[F:13])[cH:9]1)([F:32])[F:33]>>[F:2][C:3]([c:4]1[cH:5][c:6]([N:14]([C:15](=[O:16])[N:17]([CH3:18])[CH:19]2[CH2:20][N:21]([C:41]([C:35]3([CH3:34])[CH2:36][CH2:37][O:38][CH2:39][CH2:40]3)=[O:42])[CH2:22][CH:23]2[c:24]2[cH:25][cH:26][c:27]([F:30])[cH:28][cH:29]2)[CH3:31])[cH:7][c:8]([C:10]([F:11])([F:12])[F:13])[cH:9]1)([F:32])[F:33]. Reactants: C=CC (propene), C(CCC)=O (n-butanal), C(C(C)C)=O (i-butanal). Yields the product CCCC(C(CC)C=O)O (butyraldol). As a reaction SMILES: [CH2:1]=[CH:2][CH3:3].[CH:4](=[O:8])[CH2:5][CH2:6][CH3:7].[CH:9](=[O:13])C(C)C>>[CH3:1][CH2:2][CH2:3][CH:9]([OH:13])[CH:5]([CH:4]=[O:8])[CH2:6][CH3:7]. Reported procedure: This compound is usually prepared by the hydroformylation of propene yielding a reaction mixture which contains n-butanal, as well as i-butanal and other reaction products. The pure n-butanal is separated from the reaction mixture by distillation and is subsequently subjected to aldolisation to form the corresponding butyraldol. This product is heated, water splits off, and 2-ethyl-hexenal is formed. This compound is then hydrogenated in the presence of appropriate catalysts to form the desired ...